From a dataset of the Open Reaction Database (ORD), a public repository of structured organic reaction records. describe an organic reaction: reactants, conditions, products, and yield The reactants are C(C)OC(=O)C(C(=O)OCC)=CNC1=CSC=C1C (Ethyl 2-ethoxycarbonyl-3-(4-methyl-3-thienylamino)prop-2-enoate). Run in C1(=CC=CC=C1)OC1=CC=CC=C1 (diphenylether), petroleum ether. Product: CC1=CSC2=C1NC=C(C2=O)C(=O)OCC (3-methyl-6-ethoxycarbonylthieno[3,2-b]pyridin-7(4H)-one). As a reaction SMILES: C(O[C:4]([C:6](=[CH:12][NH:13][C:14]1[C:18]([CH3:19])=[CH:17][S:16][CH:15]=1)[C:7]([O:9][CH2:10][CH3:11])=[O:8])=[O:5])C>C1(OC2C=CC=CC=2)C=CC=CC=1>[CH3:19][C:18]1[C:14]2[NH:13][CH:12]=[C:6]([C:7]([O:9][CH2:10][CH3:11])=[O:8])[C:4](=[O:5])[C:15]=2[S:16][CH:17]=1. Procedure: Ethyl 2-ethoxycarbonyl-3-(4-methyl-3-thienylamino)prop-2-enoate (10.4 g, 0.036 mol) was added to a refluxing solution of freshly distilled diphenylether (110 ml). The reaction mixture was refluxed for 30 minutes, cooled, petroleum ether (b.p. 40°-60°, 100 ml) added and the mixture stirred. The crystalline solid was collected by filtration, washed with petroleum ether (b.p. 40°-60°) and dried to give 3-methyl-6-ethoxycarbonylthieno[3,2-b]pyridin-7(4H)-one, 7.23 g, m.p. 238-242°. The reactants are CC#N, CC(C)=O, CC(C)(COc1ccc(Cl)cc1)C(=O)C(Br)Oc1ccc(Cl)cc1, O, O, O, O, O=S(=O)(O)c1cccc2c(S(=O)(=O)O)cccc12, c1c[nH]cn1. Yields the product CC(C)(COc1ccc(Cl)cc1)C(=O)C(Oc1ccc(Cl)cc1)n1ccnc1. RXN SMILES: [CH3:52][C:53]#[N:54].[CH3:55][C:56](=[O:57])[CH3:58].[Cl:1][c:2]1[cH:3][cH:4][c:5]([O:6][CH:7]([C:8]([C:9]([CH2:10][O:11][c:12]2[cH:13][cH:14][c:15]([Cl:18])[cH:16][cH:17]2)([CH3:19])[CH3:20])=[O:21])[Br:22])[cH:23][cH:24]1.[OH2:30].[OH2:31].[OH2:32].[OH2:33].[c:34]1([S:35]([OH:36])(=[O:37])=[O:38])[c:39]2[cH:40][cH:41][cH:42][c:43]([S:44]([OH:45])(=[O:46])=[O:47])[c:48]2[cH:49][cH:50][cH:51]1.[nH:25]1[cH:26][n:27][cH:28][cH:29]1>>[Cl:1][c:2]1[cH:3][cH:4][c:5]([O:6][CH:7]([C:8]([C:9]([CH2:10][O:11][c:12]2[cH:13][cH:14][c:15]([Cl:18])[cH:16][cH:17]2)([CH3:19])[CH3:20])=[O:21])[n:25]2[cH:26][n:27][cH:28][cH:29]2)[cH:23][cH:24]1. The reactants are O=C([O-])[O-], CCOC(C)=O, CN(C)C=O, Clc1nccnc1Cl, [K+], [K+], COC(=O)c1cc([N+](=O)[O-])c(S)cc1OC. The product is COC(=O)c1cc([N+](=O)[O-])c(Sc2nccnc2Cl)cc1OC. As a reaction SMILES: [C:17](=[O:18])([O-:19])[O-:20].[CH3:31][CH2:32][O:33][C:34](=[O:35])[CH3:36].[CH3:37][N:38]([CH3:39])[CH:40]=[O:41].[Cl:23][c:24]1[n:25][cH:26][cH:27][n:28][c:29]1[Cl:30].[K+:21].[K+:22].[SH:1][c:2]1[cH:3][c:4]([O:15][CH3:16])[c:5]([C:6](=[O:7])[O:8][CH3:9])[cH:10][c:11]1[N+:12](=[O:13])[O-:14]>>[S:1]([c:2]1[cH:3][c:4]([O:15][CH3:16])[c:5]([C:6](=[O:7])[O:8][CH3:9])[cH:10][c:11]1[N+:12](=[O:13])[O-:14])[c:29]1[c:24]([Cl:23])[n:25][cH:26][cH:27][n:28]1. Reactants: C(C)OC(=O)C1(CC1)C1=CC=C(C=C1)C1=CC=C(C=C1)C1=C(C(=NO1)C)CCO (1-{4′-[4-(2-hydroxy-ethyl)-3-methyl-isoxazol-5-yl]-biphenyl-4-yl}-cyclopropanecarboxylic acid ethyl ester), BrCC1=NC=CC=C1 (2-bromomethyl-pyridine). Product: C(C)OC(=O)C1(CC1)C1=CC=C(C=C1)C1=CC=C(C=C1)C1=C(C(=NO1)C)CCOCC1=NC=CC=C1 (1-(4′-{3-Methyl-4-[2-(pyridin-2-ylmethoxy)-ethyl]-isoxazol-5-yl}-biphenyl-4-yl)-cyclopropanecarboxylic acid ethyl ester). Reaction SMILES: [CH2:1]([O:3][C:4]([C:6]1([C:9]2[CH:14]=[CH:13][C:12]([C:15]3[CH:20]=[CH:19][C:18]([C:21]4[O:25][N:24]=[C:23]([CH3:26])[C:22]=4[CH2:27][CH2:28][OH:29])=[CH:17][CH:16]=3)=[CH:11][CH:10]=2)[CH2:8][CH2:7]1)=[O:5])[CH3:2].Br[CH2:31][C:32]1[CH:37]=[CH:36][CH:35]=[CH:34][N:33]=1>>[CH2:1]([O:3][C:4]([C:6]1([C:9]2[CH:10]=[CH:11][C:12]([C:15]3[CH:20]=[CH:19][C:18]([C:21]4[O:25][N:24]=[C:23]([CH3:26])[C:22]=4[CH2:27][CH2:28][O:29][CH2:31][C:32]4[CH:37]=[CH:36][CH:35]=[CH:34][N:33]=4)=[CH:17][CH:16]=3)=[CH:13][CH:14]=2)[CH2:8][CH2:7]1)=[O:5])[CH3:2]. Reported procedure: Prepared according to the procedure described in Example 34, Step 4, using 1-{4′-[4-(2-hydroxy-ethyl)-3-methyl-isoxazol-5-yl]-biphenyl-4-yl}-cyclopropanecarboxylic acid ethyl ester and 2-bromomethyl-pyridine. Starting materials: C(C)(=O)SC(C(=O)O)CC(C1=CC=C(C=C1)Cl)=O (2-acetylthio-3-(4-chlorobenzoyl)propionic acid), O.NN (hydrazine hydrate). The solvent is C(C)OCC (diethyl ether), C(C)O (ethanol). Run at time 30 minute. The product is ClC1=CC=C(C(=O)CC(C(=O)O)S)C=C1 (3-(4-chlorobenzoyl)-2-mercaptopropionic acid). Yield: 41.2%. RXN SMILES: C([S:4][CH:5]([CH2:9][C:10](=[O:18])[C:11]1[CH:16]=[CH:15][C:14]([Cl:17])=[CH:13][CH:12]=1)[C:6]([OH:8])=[O:7])(=O)C.O.NN>C(OCC)C.C(O)C>[Cl:17][C:14]1[CH:13]=[CH:12][C:11]([C:10]([CH2:9][CH:5]([SH:4])[C:6]([OH:8])=[O:7])=[O:18])=[CH:16][CH:15]=1 |f:1.2|. Procedure: To a solution of 2.87 g of 2-acetylthio-3-(4-chlorobenzoyl)propionic acid in 50 ml of diethyl ether was added dropwise a solution of 0.95 g of 80% hydrazine hydrate in 5 ml of ethanol under ice-cooling with stirring over a period of 30 minutes. The mixture was stirred for a further 30 minutes. The reaction solution was washed with water and dried over magnesium sulfate. The diethyl ether was removed from the solution by evaporation, and the residue was purified by silica gel column chromatograph... The reactants are O=C1N(Cc2ccccc2)C(=O)C2(CCN(Cc3ccccc3)CC2)N1c1ccc(F)cc1, CO, ClCCCl, CC(Cl)OC(=O)Cl. The product is O=C1N(Cc2ccccc2)C(=O)C2(CCNCC2)N1c1ccc(F)cc1. As a reaction SMILES: [CH2:1]([c:2]1[cH:3][cH:4][cH:5][cH:6][cH:7]1)[N:8]1[C:9](=[O:33])[N:10]([c:26]2[cH:27][cH:28][c:29]([F:32])[cH:30][cH:31]2)[C:11]2([C:12]1=[O:13])[CH2:14][CH2:15][N:16]([CH2:19][c:20]1[cH:21][cH:22][cH:23][cH:24][cH:25]1)[CH2:17][CH2:18]2.[CH3:45][OH:46].[Cl:34][CH2:35][CH2:36][Cl:37].[Cl:38][C:39]([O:40][CH:41]([Cl:42])[CH3:43])=[O:44]>>[CH2:1]([c:2]1[cH:3][cH:4][cH:5][cH:6][cH:7]1)[N:8]1[C:9](=[O:33])[N:10]([c:26]2[cH:27][cH:28][c:29]([F:32])[cH:30][cH:31]2)[C:11]2([C:12]1=[O:13])[CH2:14][CH2:15][NH:16][CH2:17][CH2:18]2. Reactants: O=C(O)C(c1ccccc1)c1ccccc1, Cc1ccc(CN)cc1. Reagents/catalysts: CCN=C=NCCCN(C)C.Cl (EDC-HCl), C1=CC2=C(C=C1Cl)N(N=N2)O (6-Cl-HOBT). The solvent is CN(C)C=O (DMF), CN(C)C=O (DMF), CN(C)C=O (DMF), CN(C)C=O (DMF), CN(C)C=O (DMF), CN(C)C=O (DMF). Conditions: temperature 25 celsius, time 2 hour. Product: Cc1ccc(CNC(=O)C(c2ccccc2)c2ccccc2)cc1. The yield is 94.1%. Reaction SMILES: Cc1ccc(CN)cc1.O=C(O)C(c1ccccc1)c1ccccc1.CCN=C=NCCCN(C)C.Cl.C1=CC2=C(C=C1Cl)N(N=N2)O.CN(C)C=O>>Cc1ccc(CNC(=O)C(c2ccccc2)c2ccccc2)cc1. The reactants are C(C1=CC=CC=C1)OCCC(CC1COC2=C(C=CC(=C2C1S(=O)(=O)C1=CC=C(C=C1)Cl)F)F)=O (4-Benzyloxy-1-[4-(4-chloro-benzenesulfonyl)-5,8-difluoro-chroman-3-yl]-butan-2-one), C(CO)O (ethylene glycol), C=1(C(=CC=CC1)S(=O)(=O)O)C (toluene sulfonic acid), O (water), C(C)(=O)OCC (Ethyl acetate). Run in C1(=CC=CC=C1)C (toluene). The product is C(C1=CC=CC=C1)OCCC1(OC2=C(C=CC(=C2C(C1)S(=O)(=O)C1=CC=C(C=C1)Cl)F)F)CC1OCCO1 (2-(2-Benzyloxy-ethyl)-[1,3-dioxolan-2-ylmethyl]-4-(4-chloro-benzene-sulfonyl)-5,8-difluoro-chroman). As a reaction SMILES: C(OCCC(=O)C[CH:13]1[CH:22]([S:23]([C:26]2[CH:31]=[CH:30][C:29]([Cl:32])=[CH:28][CH:27]=2)(=[O:25])=[O:24])[C:21]2[C:16](=[C:17]([F:34])[CH:18]=[CH:19][C:20]=2[F:33])[O:15][CH2:14]1)C1C=CC=CC=1.[CH2:36](O)[CH2:37][OH:38].[C:40]1([CH3:50])[C:41](S(O)(=O)=O)=[CH:42][CH:43]=[CH:44][CH:45]=1.O.[C:52]([O:55][CH2:56][CH3:57])(=[O:54])[CH3:53]>C1(C)C=CC=CC=1>[CH2:50]([O:38][CH2:37][CH2:36][C:14]1([CH2:53][CH:52]2[O:54][CH2:57][CH2:56][O:55]2)[CH2:13][CH:22]([S:23]([C:26]2[CH:27]=[CH:28][C:29]([Cl:32])=[CH:30][CH:31]=2)(=[O:25])=[O:24])[C:21]2[C:16](=[C:17]([F:34])[CH:18]=[CH:19][C:20]=2[F:33])[O:15]1)[C:40]1[CH:41]=[CH:42][CH:43]=[CH:44][CH:45]=1. Procedure details: 4-Benzyloxy-1-[4-(4-chloro-benzenesulfonyl)-5,8-difluoro-chroman-3-yl]-butan-2-one (10 g, 19.2 mmole), ethylene glycol (20 ml) and toluene sulfonic acid (1 g) were dissolved in 300 ml toluene. The reaction was refluxed for four hours with a Dean-Stark trap. The reaction was cooled to room temperature and 200 ml water and 200 ml EtOAc were added. The organic layer was washed with brine (2×50 ml), dried over Na2SO4 and concentrated. The residue was purified by column chromatography (EtOAc/hexane f...